Dataset: the Open Reaction Database (ORD), a public repository of structured organic reaction records. Task: describe an organic reaction: reactants, conditions, products, and yield Procedure details: The intermediate from step B (30 mg, 0.06 mmol) was treated with 6M hydrochloric acid under reflux for 60 h. The solution was cooled down and concentrated in vacuo; followed by washing the resulting solid with acetone (3×5 mL), to give an off-white solid (17 mg, 68%) The yield is 139.5%. Starting materials: C(C)OC(=O)C1=C(C=C(C=C1)Cl)S[C@@H]1C[C@@H]2C[C@H](N(C[C@@H]2CC1)C(=O)OC)C(=O)OCC (Ethyl(3S, 4aS, 6S, 8aR)6-((2-ethoxycarbonyl-5-chlorophenyl)thio)-2-methoxycarbonyl-1,2,3,4,4a,5,6,7,8,8a-decahydroisoquinoline-3-carboxylate), Cl (hydrochloric acid). RXN SMILES: C([O:3][C:4]([C:6]1[CH:11]=[CH:10][C:9]([Cl:12])=[CH:8][C:7]=1[S:13][C@H:14]1[CH2:23][CH2:22][C@@H:21]2[C@@H:16]([CH2:17][C@@H:18]([C:28]([O:30]CC)=[O:29])[N:19](C(OC)=O)[CH2:20]2)[CH2:15]1)=[O:5])C.Cl>>[ClH:12].[C:4]([C:6]1[CH:11]=[CH:10][C:9]([Cl:12])=[CH:8][C:7]=1[S:13][C@H:14]1[CH2:23][CH2:22][C@@H:21]2[C@@H:16]([CH2:17][C@@H:18]([C:28]([OH:30])=[O:29])[NH:19][CH2:20]2)[CH2:15]1)([OH:5])=[O:3] |f:2.3|. Yields the product Cl.C(=O)(O)C1=C(C=C(C=C1)Cl)S[C@@H]1C[C@@H]2C[C@H](NC[C@@H]2CC1)C(=O)O ((3S, 4aS, 6S, 8aR)6-((2-Carboxy-5-chlorophenyl)thio)-1,2,3,4,4a,5,6,7,8,8a-decahydroisoquinoline-3-carboxylic acid hydrochloride). Reactants: ice, ClC1=NC(=NC(=N1)NC1=CC(=C(C=C1)OC)Cl)NC1CCCCCC1 (6-Chloro-N-(3-chloro-4-methoxy-phenyl)-N′-cycloheptyl-[1,3,5]triazine-2,4-diamine), COC1=CC(=CC(=C1)OC)OC (1,3,5-trimethoxybenzene), [Al+3].[Cl-].[Cl-].[Cl-] (AlCl3). Solvent: ClC(C)Cl (dichloroethane). Reaction conditions: temperature 80 celsius. Yields the product ClC=1C=C(C=CC1OC)NC1=NC(=NC(=N1)NC1CCCCCC1)C1=C(C=C(C=C1OC)OC)OC (N-(3-Chloro-4-methoxy-phenyl)-N′-cycloheptyl-6-(2,4,6-trimethoxy-phenyl)-[1,3,5]triazine-2,4-diamine). Reaction SMILES: Cl[C:2]1[N:7]=[C:6]([NH:8][C:9]2[CH:14]=[CH:13][C:12]([O:15][CH3:16])=[C:11]([Cl:17])[CH:10]=2)[N:5]=[C:4]([NH:18][CH:19]2[CH2:25][CH2:24][CH2:23][CH2:22][CH2:21][CH2:20]2)[N:3]=1.[CH3:26][O:27][C:28]1[CH:33]=[C:32]([O:34][CH3:35])[CH:31]=[C:30]([O:36][CH3:37])[CH:29]=1.[Al+3].[Cl-].[Cl-].[Cl-]>ClC(Cl)C>[Cl:17][C:11]1[CH:10]=[C:9]([NH:8][C:6]2[N:5]=[C:4]([NH:18][CH:19]3[CH2:25][CH2:24][CH2:23][CH2:22][CH2:21][CH2:20]3)[N:3]=[C:2]([C:29]3[C:30]([O:36][CH3:37])=[CH:31][C:32]([O:34][CH3:35])=[CH:33][C:28]=3[O:27][CH3:26])[N:7]=2)[CH:14]=[CH:13][C:12]=1[O:15][CH3:16] |f:2.3.4.5|. Reported procedure: A mixture of compound 133 (0.5 grams), 1,3,5-trimethoxybenzene (0.2 grams) and AlCl3 (0.2 grams) in dichloroethane (10 mL) was stirred under nitrogen atmosphere. It was then heated at 80° C. for 3 hours. The reaction mixture was poured into ice-cold water (50 mL), extracted with chloroform and the organic layer was washed with water followed by concentration. The residue thus obtained was purified by column chromatography using petroleum ether-ethyl acetate to afford the N-(3-Chloro-4-methoxy-ph... Yields the product C(N)(=O)C1=CC(=NC(=N1)C1=CC=C(C=C1)OC1=CC=C(C=C1)F)N[C@H](C(=O)O)C ((S)-2-((6-carbamoyl-2-(4-(4-fluorophenoxy)phenyl)pyrimidin-4-yl)amino)propanoic acid). Starting materials: C(N)(=O)C1=CC(=NC(=N1)C1=CC=C(C=C1)OC1=CC=C(C=C1)F)N[C@H](C(=O)OC)C ((S)-methyl 2-((6-carbamoyl-2-(4-(4-fluorophenoxy)phenyl)pyrimidin-4-yl)amino)propanoate), O[Li].O (LiOH.H2O). Solvent: C1CCOC1.O (THF water). RXN SMILES: [C:1]([C:4]1[N:9]=[C:8]([C:10]2[CH:15]=[CH:14][C:13]([O:16][C:17]3[CH:22]=[CH:21][C:20]([F:23])=[CH:19][CH:18]=3)=[CH:12][CH:11]=2)[N:7]=[C:6]([NH:24][C@@H:25]([CH3:30])[C:26]([O:28]C)=[O:27])[CH:5]=1)(=[O:3])[NH2:2].O[Li].O>C1COCC1.O>[C:1]([C:4]1[N:9]=[C:8]([C:10]2[CH:15]=[CH:14][C:13]([O:16][C:17]3[CH:22]=[CH:21][C:20]([F:23])=[CH:19][CH:18]=3)=[CH:12][CH:11]=2)[N:7]=[C:6]([NH:24][C@@H:25]([CH3:30])[C:26]([OH:28])=[O:27])[CH:5]=1)(=[O:3])[NH2:2] |f:1.2,3.4|. Yield: 40.0%. Conditions: time 3 day. Procedure details: To a solution of the (S)-methyl 2-((6-carbamoyl-2-(4-(4-fluorophenoxy)phenyl)pyrimidin-4-yl)amino)propanoate (0.123 g, 0.300 mmol) in 5:1 THF/water (5 mL) was added LiOH.H2O (0.025 g, 0.60 mmol). After stirring 3 days, the reaction was quenched with 1N aqueous HCl (0.60 mL). The mixture was evaporated in vacuo then chromatographed using reverse-phase HPLC with a 40-100% acetonitrile in water (+0.1% TFA) gradient. The product fractions were pooled and concentrated to give a solid suspension. Afte... The reactants are CC(=O)C (acetone), C(C)(C)(C)OC(N(C)CC1(CCC2=CC=CC=C12)CC1OCCO1)=O (tert-butyl[1-(1,3-dioxolan-2-ylmethyl)-2,3-dihydro-1H-inden-1-yl]methyl(methyl)carbamate), C1(=CC=C(C=C1)S(=O)(=O)O)C (para-toluene sulfonic acid), O (water). Run in CCOCC (Ether). Product: CN(C(OC(C)(C)C)=O)CC1(CCC2=CC=CC=C12)CC=O (tert-butyl methyl{[1-(2-oxoethyl)-2,3-dihydro-1H-inden-1-yl]methyl}carbamate). The yield is 55.5%. As a reaction SMILES: CC(C)=O.[C:5]([O:9][C:10](=[O:29])[N:11]([CH2:13][C:14]1([CH2:23][CH:24]2OCC[O:25]2)[C:22]2[C:17](=[CH:18][CH:19]=[CH:20][CH:21]=2)[CH2:16][CH2:15]1)[CH3:12])([CH3:8])([CH3:7])[CH3:6].C1(C)C=CC(S(O)(=O)=O)=CC=1.O>CCOCC>[CH3:12][N:11]([CH2:13][C:14]1([CH2:23][CH:24]=[O:25])[C:22]2[C:17](=[CH:18][CH:19]=[CH:20][CH:21]=2)[CH2:16][CH2:15]1)[C:10](=[O:29])[O:9][C:5]([CH3:8])([CH3:6])[CH3:7]. Procedure details: An acetone solution of tert-butyl[1-(1,3-dioxolan-2-ylmethyl)-2,3-dihydro-1H-inden-1-yl]methyl(methyl)carbamate (14.33 g, 41.24 mmole), para-toluene sulfonic acid (1 equivalent) and 50 ml of water were stirred overnight at room temperature. Evaporation of the acetone resulted in an oily slurry. Ether was added and washed with water, followed by NaHCO3 sat. and dried over MgSO4. Evaporation of the ether followed by flash chromatography on silica with 15% EtOAc and hexanes afforded 6.9383 g of ter... The reactants are N1CCCC1 (pyrrolidine), C(#N)C1=CC=C(C(=O)O)C=C1 (4-Cyanobenzoic acid), Cl.O1CCOCC1 (hydrochloric acid 1,4-dioxane). The solvent is C(C)O (ethanol). Run at temperature 35 celsius. The product is Cl.N=C(C1=CC=C(C(=O)O)C=C1)N1CCCC1 (4-[imino(pyrrolidin-1-yl)methyl]benzoic acid hydrochloride). As a reaction SMILES: [C:1]([C:3]1[CH:11]=[CH:10][C:6]([C:7]([OH:9])=[O:8])=[CH:5][CH:4]=1)#[N:2].[NH:12]1[CH2:16][CH2:15][CH2:14][CH2:13]1.[ClH:17].O1CCOCC1>C(O)C>[ClH:17].[NH:2]=[C:1]([N:12]1[CH2:16][CH2:15][CH2:14][CH2:13]1)[C:3]1[CH:11]=[CH:10][C:6]([C:7]([OH:9])=[O:8])=[CH:5][CH:4]=1 |f:2.3,5.6|. Procedure details: 4-Cyanobenzoic acid (10.0 g, 68.0 mmol) was dissolved in anhydrous ethanol (10 ml) and 4N hydrochloric acid/1,4-dioxane 90 ml, and the mixture was stirred in a closed system at room temperature for two nights, and further stirred in an open system for at 35° C. 3 hours. The solvent was evaporated under reduced pressure, and the obtained residue was suspended in anhydrous ethanol (100 ml), and pyrrolidine (11.4 ml, 136 mmol) was added thereto, and the mixture was stirred at room temperature overn...